Dataset: the Open Reaction Database (ORD), a public repository of structured organic reaction records. Task: describe an organic reaction: reactants, conditions, products, and yield The reactants are O(C1=CC=CC=C1)C1=NC=CC2=C1C(=NN2)NCC2CCN(CC2)C(=O)OC(C)(C)C (tert-butyl 4-((4-phenoxy-1H-pyrazolo[4,3-c]pyridin-3-ylamino)methyl)piperidine-1-carboxylate), FC(C(=O)O)(F)F (trifluoroacetic acid). The solvent is ClCCl (dichloromethane), ClCCl (dichloromethane). Run at time 4 hour. Product: FC(C(=O)O)(F)F.FC(C(=O)O)(F)F.O(C1=CC=CC=C1)C1=NC=CC2=C1C(=NN2)NCC2CCNCC2 (4-phenoxy-N-(piperidin-4-ylmethyl)-1H-pyrazolo[4,3-c]pyridin-3-amine bis(2,2,2-trifluoroacetate)). Reaction SMILES: [O:1]([C:8]1[C:13]2[C:14]([NH:17][CH2:18][CH:19]3[CH2:24][CH2:23][N:22](C(OC(C)(C)C)=O)[CH2:21][CH2:20]3)=[N:15][NH:16][C:12]=2[CH:11]=[CH:10][N:9]=1)[C:2]1[CH:7]=[CH:6][CH:5]=[CH:4][CH:3]=1.[F:32][C:33]([F:38])([F:37])[C:34]([OH:36])=[O:35]>ClCCl>[F:32][C:33]([F:38])([F:37])[C:34]([OH:36])=[O:35].[F:32][C:33]([F:38])([F:37])[C:34]([OH:36])=[O:35].[O:1]([C:8]1[C:13]2[C:14]([NH:17][CH2:18][CH:19]3[CH2:24][CH2:23][NH:22][CH2:21][CH2:20]3)=[N:15][NH:16][C:12]=2[CH:11]=[CH:10][N:9]=1)[C:2]1[CH:3]=[CH:4][CH:5]=[CH:6][CH:7]=1 |f:3.4.5|. Reported procedure: A solution of the compound prepared in Example 435 (0.262 g) in dichloromethane (3 mL) was treated with trifluoroacetic acid (0.6 mL) at room temperature. After stirring at room temperature for 4 hours, the mixture was shaken in dichloromethane and washed with aqueous saturated sodium bicarbonate, dried, and evaporated in vacuo to provide the title compound (0.065 g) with the following physical data. The reactants are Oc1ccc(Br)cc1, O=C1c2ccccc2C(=O)N1CCBr, O=C([O-])[O-], CN(C)C=O, [K+], [K+]. The product is O=C1c2ccccc2C(=O)N1CCOc1ccc(Br)cc1. Reaction SMILES: [Br:1][c:2]1[cH:3][cH:4][c:5]([OH:8])[cH:6][cH:7]1.[Br:9][CH2:10][CH2:11][N:12]1[C:13](=[O:22])[c:14]2[c:15]([cH:18][cH:19][cH:20][cH:21]2)[C:16]1=[O:17].[C:23](=[O:24])([O-:25])[O-:26].[CH3:29][N:30]([CH3:31])[CH:32]=[O:33].[K+:27].[K+:28]>>[Br:1][c:2]1[cH:3][cH:4][c:5]([O:8][CH2:10][CH2:11][N:12]2[C:13](=[O:22])[c:14]3[c:15]([cH:18][cH:19][cH:20][cH:21]3)[C:16]2=[O:17])[cH:6][cH:7]1. Reactants: CO, [O-]C(=S)CC(c1ccccc1)c1ccccc1, [Cl-], [NH4+], [NH4+], [OH-], O. The product is NC(=S)CC(c1ccccc1)c1ccccc1. As a reaction SMILES: [CH3:22][OH:23].[CH:5]([c:6]1[cH:7][cH:8][cH:9][cH:10][cH:11]1)([c:12]1[cH:13][cH:14][cH:15][cH:16][cH:17]1)[CH2:18][C:19](=[S:20])[O-:21].[Cl-:1].[NH4+:2].[NH4+:4].[OH-:3].[OH2:24]>>[NH2:2][C:19]([CH2:18][CH:5]([c:6]1[cH:7][cH:8][cH:9][cH:10][cH:11]1)[c:12]1[cH:13][cH:14][cH:15][cH:16][cH:17]1)=[S:20]. The reactants are BrCC1=COC2=C1C=CC=C2OC (3-bromomethyl-7-methoxybenzofuran), [N-]=[N+]=[N-].[Na+] (sodium azide), O (water). Solvent: CO.O (methanol water). Product: N(=[N+]=[N-])CC1=COC2=C1C=CC=C2OC (3-azidomethyl-7-methoxybenzofuran). The yield is 94.9%. RXN SMILES: Br[CH2:2][C:3]1[C:7]2[CH:8]=[CH:9][CH:10]=[C:11]([O:12][CH3:13])[C:6]=2[O:5][CH:4]=1.[N-:14]=[N+:15]=[N-:16].[Na+].O>CO.O>[N:14]([CH2:2][C:3]1[C:7]2[CH:8]=[CH:9][CH:10]=[C:11]([O:12][CH3:13])[C:6]=2[O:5][CH:4]=1)=[N+:15]=[N-:16] |f:1.2,4.5|. Reported procedure: 3-bromomethyl-7-methoxybenzofuran (565 mg) and sodium azide (230 mg) were dissolved in methanol-water (5:1, 10 ml) and the solution was refluxed for 1 hour. After cooling the reaction solution to room temperature, the reaction solution was poured into water layer (30 ml) and extracted twice with ethyl acetate (20 ml). The organic layers were combined and washed with saturated brine, followed by drying the resultant over sodium sulfate. After removing sodium sulfate, the solvent was removed under... Reactants: COC(CN)OC, COc1cccc(C=NCC(OC)OC)c1, COc1cccc(C=O)c1, C[Mg+], Cc1ccccc1, [I-], O. Yields the product COc1cccc(C(C)NCC(OC)OC)c1. As a reaction SMILES: [CH3:11][O:12][CH:13]([O:14][CH3:15])[CH2:16][NH2:17].[CH3:18][O:19][c:20]1[cH:21][c:22]([CH:23]=[N:24][CH2:25][CH:26]([O:27][CH3:28])[O:29][CH3:30])[cH:31][cH:32][cH:33]1.[CH3:1][O:2][c:3]1[cH:4][c:5]([CH:9]=[O:10])[cH:6][cH:7][cH:8]1.[CH3:35][Mg+:36].[CH3:38][c:39]1[cH:40][cH:41][cH:42][cH:43][cH:44]1.[I-:34].[OH2:37]>>[CH3:1][CH:23]([c:22]1[cH:21][c:20]([O:19][CH3:18])[cH:33][cH:32][cH:31]1)[NH:24][CH2:25][CH:26]([O:27][CH3:28])[O:29][CH3:30]. Starting materials: [Na] (sodium), N(N)C1=NC=CC=C1 (2-hydrazinopyridine), C(C)OCCC#N (betaethoxypropionitrile). Solvent: C(C)O (ethanol). Product: NC1=NN(CC1)C1=NC=CC=C1 (2-(3-Amino-2-pyrazolin-1-yl)pyridine). As a reaction SMILES: [Na].[NH:2]([C:4]1[CH:9]=[CH:8][CH:7]=[CH:6][N:5]=1)[NH2:3].C(O[CH2:13][CH2:14][C:15]#[N:16])C>C(O)C>[NH2:16][C:15]1[CH2:14][CH2:13][N:2]([C:4]2[CH:9]=[CH:8][CH:7]=[CH:6][N:5]=2)[N:3]=1 |^1:0|. Procedure: A 0.58 g. amount of sodium metal is dissolved in 150 ml. of absolute ethanol, then 14.0 g. of 2-hydrazinopyridine is added followed by 12.7 g. of betaethoxypropionitrile. The reaction mixture is refluxed on a steam bath for 16 hours, then the solvent is removed in vacuo. Water is added and the solid collected by filtration. The solid is recrystallized twice from acetone to give 5.55 g. of the product of the Example as tan colored crystals, m.p. 168.5°-171° C. The reactants are ClC=1C=NN(C1)C1(CC1)C(=O)O (1-(4-chloro-1H-pyrazol-1-yl)cyclopropanecarboxylic acid), NC1=C(C=CC(=N1)N1C[C@@H](CCC1)C(=O)N1CCCC1)[N+](=O)[O-] ((R)-(1-(6-amino-5-nitropyridin-2-yl)piperidin-3-yl)(pyrrolidin-1-yl)methanone), C(C)(C)N(CC)C(C)C (diisopropylethylamine), 1-L, CCCP1(=O)OP(=O)(OP(=O)(O1)CCC)CCC (1-Propanephosphonic acid cyclic anhydride), CCCP1(=O)OP(=O)(OP(=O)(O1)CCC)CCC (1-propanephosphonic acid cyclic anhydride). The reagents and catalysts are CN(C1=CC=NC=C1)C (4-dimethylaminopyridine). The solvent is C1(=CC=CC=C1)C (toluene). Run at temperature 45 celsius, time 10 minute. Product: ClC=1C=NN(C1)C1(CC1)C(=O)NC1=NC(=CC=C1[N+](=O)[O-])N1C[C@@H](CCC1)C(=O)N1CCCC1 ((R)-1-(4-chloro-1H-pyrazol-1-yl)-N-(3-nitro-6-(3-(pyrrolidine-1-carbonyl)piperidin-1-yl)pyridin-2-yl)cyclopropanecarboxamide). The yield is 67.3%. As a reaction SMILES: [Cl:1][C:2]1[CH:3]=[N:4][N:5]([C:7]2([C:10]([OH:12])=O)[CH2:9][CH2:8]2)[CH:6]=1.[NH2:13][C:14]1[N:19]=[C:18]([N:20]2[CH2:25][CH2:24][CH2:23][C@@H:22]([C:26]([N:28]3[CH2:32][CH2:31][CH2:30][CH2:29]3)=[O:27])[CH2:21]2)[CH:17]=[CH:16][C:15]=1[N+:33]([O-:35])=[O:34].C(N(C(C)C)CC)(C)C.CCCP1(OP(CCC)(=O)OP(CCC)(=O)O1)=O>CN(C)C1C=CN=CC=1.C1(C)C=CC=CC=1>[Cl:1][C:2]1[CH:3]=[N:4][N:5]([C:7]2([C:10]([NH:13][C:14]3[C:15]([N+:33]([O-:35])=[O:34])=[CH:16][CH:17]=[C:18]([N:20]4[CH2:25][CH2:24][CH2:23][C@@H:22]([C:26]([N:28]5[CH2:32][CH2:31][CH2:30][CH2:29]5)=[O:27])[CH2:21]4)[N:19]=3)=[O:12])[CH2:8][CH2:9]2)[CH:6]=1. Procedure: Into a 1-L Atlas jacketed reactor were added 1-(4-chloro-1H-pyrazol-1-yl)cyclopropanecarboxylic acid (49.08 g, 263.02 mmol), (R)-(1-(6-amino-5-nitropyridin-2-yl)piperidin-3-yl)(pyrrolidin-1-yl)methanone (70 g, 219.19 mmol), 4-dimethylaminopyridine (5.41 g, 43.84 mmol), toluene (600 mL) and diisopropylethylamine (95.56 mL, 547.96 mmol). The reaction mixture was heated to 45° C. and stirred for 10 min until most of the solids were dissolved. 1-Propanephosphonic acid cyclic anhydride (195.70 mL, 32...